From a dataset of the Open Reaction Database (ORD), a public repository of structured organic reaction records. describe an organic reaction: reactants, conditions, products, and yield Starting materials: O=C([O-])[O-], CC#N, ClCc1nc(Cl)sc1Cl, [Cs+], [Cs+], Cn1nnnc1C(=NO)c1ccccc1. The product is Cn1nnnc1C(=NOCc1nc(Cl)sc1Cl)c1ccccc1. As a reaction SMILES: [C:16](=[O:17])([O-:18])[O-:19].[CH3:31][C:32]#[N:33].[Cl:22][c:23]1[s:24][c:25]([Cl:30])[c:26]([CH2:28][Cl:29])[n:27]1.[Cs+:20].[Cs+:21].[OH:1][N:2]=[C:3]([c:4]1[cH:5][cH:6][cH:7][cH:8][cH:9]1)[c:10]1[n:11][n:12][n:13][n:14]1[CH3:15]>>[O:1]([N:2]=[C:3]([c:4]1[cH:5][cH:6][cH:7][cH:8][cH:9]1)[c:10]1[n:11][n:12][n:13][n:14]1[CH3:15])[CH2:28][c:26]1[c:25]([Cl:30])[s:24][c:23]([Cl:22])[n:27]1. Reactants: ClC1=CC=C2C(=CNC2=C1)C(C(F)(F)F)=O (1-(6-chloro-1H-indol-3-yl)-2,2,2-trifluoro-ethanone), aqueous solution, [OH-].[K+] (potassium hydroxide), Cl (hydrochloric acid). Yields the product ClC1=CC=C2C(=CNC2=C1)C(=O)O (6-Chloro-1H-indole-3-carboxylic acid). Yield: 96.0%. RXN SMILES: [Cl:1][C:2]1[CH:10]=[C:9]2[C:5]([C:6]([C:11](=[O:16])C(F)(F)F)=[CH:7][NH:8]2)=[CH:4][CH:3]=1.[OH-:17].[K+].Cl>>[Cl:1][C:2]1[CH:10]=[C:9]2[C:5]([C:6]([C:11]([OH:16])=[O:17])=[CH:7][NH:8]2)=[CH:4][CH:3]=1 |f:1.2|. Procedure details: A solution of 21.6 g (87.2 mmol) 1-(6-chloro-1H-indol-3-yl)-2,2,2-trifluoro-ethanone in 110 ml of a 4 M aqueous solution of potassium hydroxide was heated at reflux for 2 h. After cooling to 0° C. neutralisation with 36.7 ml of a concentrated aqueous hydrochloric acid solution a white solid precipitated from the solution. The solid was collected by filtration and washed with water. Drying in high vacuo at 80° C. gave 16.4 g (96%) of the title compound as a light yellow solid. The reactants are BrC1=C2C=CC(=CC2=CC=C1OC)C(CC)=O (5-bromo-6-methoxy-2-propionylnaphthalene), Cl (hydrochloric acid), [Cl-].[Al+3].[Cl-].[Cl-] (aluminum chloride), ice. Conditions: temperature -5 celsius. As a reaction SMILES: Br[C:2]1[C:11]([O:12][CH3:13])=[CH:10][CH:9]=[C:8]2[C:3]=1[CH:4]=[CH:5][C:6]([C:14](=[O:17])[CH2:15][CH3:16])=[CH:7]2.[Cl-].[Al+3].[Cl-].[Cl-].Cl>C(Cl)Cl.C1(C)C=C(C)C=C(C)C=1>[CH3:13][O:12][C:11]1[CH:2]=[C:3]2[C:8](=[CH:9][CH:10]=1)[CH:7]=[C:6]([C:14](=[O:17])[CH2:15][CH3:16])[CH:5]=[CH:4]2 |f:1.2.3.4|. Run in C(Cl)Cl (methylene chloride), C1(=CC(=CC(=C1)C)C)C (mesitylene). Procedure details: 29.3 Grams of 5-bromo-6-methoxy-2-propionylnaphthalene are dissolved in 100 ml of anhydrous methylene chloride and in 20.8 ml of mesitylene. 20 Grams of anhydrous aluminum chloride are added portionwise to the reaction mixture cooled to -5° C. under strong stirring, while keeping the temperature below 20° C. The reaction mixture is kept for over 3 hours under stirring at room temperature, then it is slowly poured under strong stirring into a mixture made of 110 g of ice and of 35 ml of a 35% (w/... Yields the product COC=1C=C2C=CC(=CC2=CC1)C(CC)=O (6-Methoxy-2-propionylnaphthalene). Starting materials: C(C(=O)Cl)(=O)Cl (oxalyl chloride), CC1=C(C(=O)O)C=CC(=C1OCC)S(=O)(=O)C (2-methyl-3-ethoxy-4-methylsulfonylbenzoic acid), C1(CC1)C(CC(=O)OC(C)(C)C)=O (tert-butyl 3-cyclopropyl-3-oxopropionate), [O-]CC.[Mg+2].[O-]CC (magnesium ethoxide), ice water. The solvent is C(C)OCC (ethyl ether), C(C)OCC (ethyl ether). Conditions: time 8 hour. Yields the product CC1=C(C(=O)Cl)C=CC(=C1OCC)S(=O)(=O)C (2-methyl-3-ethoxy-4-methylsulfonylbenzoyl chloride), crude product. As a reaction SMILES: C1(C(=O)CC(OC(C)(C)C)=O)CC1.[O-]CC.[Mg+2].[O-]CC.[CH3:21][C:22]1[C:30]([O:31][CH2:32][CH3:33])=[C:29]([S:34]([CH3:37])(=[O:36])=[O:35])[CH:28]=[CH:27][C:23]=1[C:24](O)=[O:25].C(Cl)(=O)C([Cl:41])=O>C(OCC)C>[CH3:21][C:22]1[C:30]([O:31][CH2:32][CH3:33])=[C:29]([S:34]([CH3:37])(=[O:36])=[O:35])[CH:28]=[CH:27][C:23]=1[C:24]([Cl:41])=[O:25] |f:1.2.3|. Procedure: To a stirred solution of tert-butyl 3-cyclopropyl-3-oxopropionate (9.2 g) in ethyl ether (200 mL) was added magnesium ethoxide (5.7 g). The reaction mixture was heated at reflux for 1 hour. After cooling back to room temperature, a solution of 2-methyl-3-ethoxy-4-methylsulfonylbenzoyl chloride (13.8 g), which was prepared from 2-methyl-3-ethoxy-4-methylsulfonylbenzoic acid (the preparation of which is described in U.S. Pat. No. 5,329,041 which is incorporated herein by reference) and oxalyl chlo...